This data is from the Open Reaction Database (ORD), a public repository of structured organic reaction records. The task is: describe an organic reaction: reactants, conditions, products, and yield The product is COC(=O)C(Sc1ccc(Cl)cc1)c1ccc(I)cc1. Reactants: COC(=O)C(Br)c1ccc(I)cc1, CO, Sc1ccc(Cl)cc1. Reaction SMILES: [Br:1][CH:2]([C:3](=[O:4])[O:5][CH3:6])[c:7]1[cH:8][cH:9][c:10]([I:13])[cH:11][cH:12]1.[CH3:22][OH:23].[Cl:14][c:15]1[cH:16][cH:17][c:18]([SH:21])[cH:19][cH:20]1>>[CH:2]([C:3](=[O:4])[O:5][CH3:6])([c:7]1[cH:8][cH:9][c:10]([I:13])[cH:11][cH:12]1)[S:21][c:18]1[cH:17][cH:16][c:15]([Cl:14])[cH:20][cH:19]1. Reported procedure: To a suspension of 3-hydroxyanthranilic acid (0.153 g, 1.0 mmol) in toluene (10 mL) was added 4-bromobenzoyl chloride (0.603 g, 3.0 mmol) followed by pyridine (0.275 g, 3.5 mmol) at room temperature. The resulting mixture was stirred at room temperature for 30 minutes then heated to 80° C. for 1 hr. After this time the reaction was cooled and poured into a mixture of ethyl acetate (50 mL) and 5% aqueous hydrochloric acid (20 mL). Subsequent separation of the layers, drying the organic over anhyd... The product is C(C)(=O)[O-] (acetate), BrC1=CC=C(C=C1)C=1OC=2C(N1)=C(C=CC2)C(=O)O (2-(4-bromophenyl)benzo[d]oxazole-4-carboxylic acid). Starting materials: OC1=C(C(C(=O)O)=CC=C1)N (3-hydroxyanthranilic acid), N1=CC=CC=C1 (pyridine), Cl (hydrochloric acid), BrC1=CC=C(C(=O)Cl)C=C1 (4-bromobenzoyl chloride), CC1=CC=C(C=C1)S(=O)(=O)O (4-methylbenzenesulfonic acid). Run at time 30 minute. The solvent is O (water), C1(=CC=CC=C1)C (toluene), C(C)(=O)OCC (ethyl acetate). Yield: 47.2%. RXN SMILES: [OH:1][C:2]1[CH:10]=[CH:9][CH:8]=[C:4]([C:5]([OH:7])=[O:6])[C:3]=1[NH2:11].[Br:12][C:13]1[CH:21]=[CH:20][C:16]([C:17](Cl)=O)=[CH:15][CH:14]=1.N1C=CC=CC=1.Cl.CC1C=CC(S(O)(=O)=O)=CC=1>C1(C)C=CC=CC=1.O.C(OCC)(=O)C>[C:5]([O-:7])(=[O:6])[CH3:4].[Br:12][C:13]1[CH:21]=[CH:20][C:16]([C:17]2[O:1][C:2]3[C:3](=[C:4]([C:5]([OH:7])=[O:6])[CH:8]=[CH:9][CH:10]=3)[N:11]=2)=[CH:15][CH:14]=1. Starting materials: COc1ccc(-c2noc(C)c2C(=O)O)cc1, CSC(=N)NC(=O)OC(C)(C)C, CCN=C=NCCCN(C)C, CCN(C(C)C)C(C)C, ClCCl. Yields the product COc1ccc(-c2noc(C)c2C(=O)N(C(=N)SC)C(=O)OC(C)(C)C)cc1. RXN SMILES: [CH3:13][O:14][c:15]1[cH:16][cH:17][c:18](-[c:21]2[n:22][o:23][c:24]([CH3:29])[c:25]2[C:26](=[O:27])[OH:28])[cH:19][cH:20]1.[CH3:1][S:2][C:3](=[NH:4])[NH:5][C:6]([O:7][C:8]([CH3:9])([CH3:10])[CH3:11])=[O:12].[CH3:30][CH2:31][N:32]=[C:33]=[N:34][CH2:35][CH2:36][CH2:37][N:38]([CH3:39])[CH3:40].[CH:41]([N:42]([CH2:43][CH3:44])[CH:45]([CH3:46])[CH3:47])([CH3:48])[CH3:49].[Cl:50][CH2:51][Cl:52]>>[CH3:1][S:2][C:3](=[NH:4])[N:5]([C:6]([O:7][C:8]([CH3:9])([CH3:10])[CH3:11])=[O:12])[C:26]([c:25]1[c:21](-[c:18]2[cH:17][cH:16][c:15]([O:14][CH3:13])[cH:20][cH:19]2)[n:22][o:23][c:24]1[CH3:29])=[O:27]. Reactants: ClC1=CC=C(C(=N1)C(=O)OC)C (Methyl 6-chloro-3-methyl-pyridine-2-carboxylate), [OH-].[K+] (potassium hydroxide). Run in C(C)(C)O (isopropyl alcohol), Hexanes. Reaction conditions: time 1 hour. Product: ClC1=CC=C(C(=N1)C(=O)[O-])C.[K+] (potassium 6-chloro-3-methyl-pyridine-2-carboxylate). Isolated yield 92.1%. Reaction SMILES: [Cl:1][C:2]1[N:7]=[C:6]([C:8]([O:10]C)=[O:9])[C:5]([CH3:12])=[CH:4][CH:3]=1.[OH-].[K+:14]>C(O)(C)C>[Cl:1][C:2]1[N:7]=[C:6]([C:8]([O-:10])=[O:9])[C:5]([CH3:12])=[CH:4][CH:3]=1.[K+:14] |f:1.2,4.5|. Procedure details: Methyl 6-chloro-3-methyl-pyridine-2-carboxylate (50 g, 269.4 mmoles) is added to a solution of potassium hydroxide (18.7 g, 282.9 mmoles) in isopropyl alcohol (2000 mL). The mixture is stirred at ambient temperature for 1 hour. Hexanes (500 mL) are added, and the solid is filtered, washed with hexanes, and dried under reduced pressure at 45° C. for 4 hours to give the title compound (52 g, 92%). Mass spectrum (m/z): 172.0 (M+1). 1H NMR (300 MHz, D2O): 7.62 (d, J=8.0 Hz, 1H), 7.27 (d, J=8.0 Hz, 1... Reactants: ClC1=C2C=CC=NC2=C(C=C1)NS(=O)(=O)C1=C(C=C(C(=C1)F)F)[N+](=O)[O-] (N-(5-chloro-quinolin-8-yl)-4,5-difluoro-2-nitro-benzenesulfonamide), ClC1=C2C=CC=NC2=C(C=C1)NS(=O)(=O)C1=C(C=C(C(=C1)F)F)[N+](=O)[O-] (N-(5-chloro-quinolin-8-yl)-4,5-difluoro-2-nitro-benzenesulfonamide), Cl[Sn]Cl (SnCl2). Reagents/catalysts: Cl (HCl). Run in CCO (EtOH). The product is NC1=C(C=C(C(=C1)F)F)S(=O)(=O)NC=1C=CC(=C2C=CC=NC12)Cl (2-Amino-N-(5-chloro-quinolin-8-yl)-4,5-difluoro-benzenesulfonamide). Isolated yield 82.9%. As a reaction SMILES: [Cl:1][C:2]1[CH:11]=[CH:10][C:9]([NH:12][S:13]([C:16]2[CH:21]=[C:20]([F:22])[C:19]([F:23])=[CH:18][C:17]=2[N+:24]([O-])=O)(=[O:15])=[O:14])=[C:8]2[C:3]=1[CH:4]=[CH:5][CH:6]=[N:7]2.Cl[Sn]Cl>Cl.CCO>[NH2:24][C:17]1[CH:18]=[C:19]([F:23])[C:20]([F:22])=[CH:21][C:16]=1[S:13]([NH:12][C:9]1[CH:10]=[CH:11][C:2]([Cl:1])=[C:3]2[C:8]=1[N:7]=[CH:6][CH:5]=[CH:4]2)(=[O:14])=[O:15]. Reported procedure: In a similar fashion using route 1 general procedure 4, N-(5-chloro-quinolin-8-yl)-4,5-difluoro-2-nitro-benzenesulfonamide (Intermediate 257) (125 mg, 0.31 mmol), SnCl2 (238 mg, 1.25 mmol), 6N HCl (3 drops) and EtOH (3 ml) for 3.5 h at 85° C. gave the title compound (95 mg, 72%) which was used in the next step without further purification. The reactants are Cl.N[C@H]1CCC2=C(C=CC=C12)C1=NN=C(S1)C=1C=CC(=C(C#N)C1)OC(C)C ((S)-5-(5-(1-amino-2,3-dihydro-1H-inden-4-yl)-1,3,4-thiadiazol-2-yl)-2-isopropoxybenzonitrile hydrochloride), CCN(C(C)C)C(C)C (DIEA), CS(=O)(=O)C=C ((methylsulfonyl)ethene). Run in CC(=O)N(C)C (DMA). Reaction conditions: temperature 90 celsius. The product is C(C)(C)OC1=C(C#N)C=C(C=C1)C=1SC(=NN1)C1=C2CC[C@@H](C2=CC=C1)NCCS(=O)(=O)C ((S)-2-isopropoxy-5-(5-(1-((2-(methylsulfonyl)ethyl)amino)-2,3-dihydro-1H-inden-4-yl)-1,3,4-thiadiazol-2-yl)benzonitrile). The yield is 31.1%. As a reaction SMILES: Cl.[NH2:2][C@@H:3]1[C:11]2[C:6](=[C:7]([C:12]3[S:16][C:15]([C:17]4[CH:18]=[CH:19][C:20]([O:25][CH:26]([CH3:28])[CH3:27])=[C:21]([CH:24]=4)[C:22]#[N:23])=[N:14][N:13]=3)[CH:8]=[CH:9][CH:10]=2)[CH2:5][CH2:4]1.CCN(C(C)C)C(C)C.[CH3:38][S:39]([CH:42]=[CH2:43])(=[O:41])=[O:40]>CC(N(C)C)=O>[CH:26]([O:25][C:20]1[CH:19]=[CH:18][C:17]([C:15]2[S:16][C:12]([C:7]3[CH:8]=[CH:9][CH:10]=[C:11]4[C:6]=3[CH2:5][CH2:4][C@@H:3]4[NH:2][CH2:43][CH2:42][S:39]([CH3:38])(=[O:41])=[O:40])=[N:13][N:14]=2)=[CH:24][C:21]=1[C:22]#[N:23])([CH3:28])[CH3:27] |f:0.1|. Procedure: To a stirred solution of (S)-5-(5-(1-amino-2,3-dihydro-1H-inden-4-yl)-1,3,4-thiadiazol-2-yl)-2-isopropoxybenzonitrile hydrochloride 4 (25 mg, 0.06 mmol) and DIEA (32 mg, 0.24 mmol) in DMA (1 mL) was added (methylsulfonyl)ethene (20 mg, 0.18 mmol). The reaction mixture was heated at 90° C. for 24 h. The solvent was evaporated and the product purified by preparative HPLC to afford 9 mg (31%) of (S)-2-isopropoxy-5-(5-(1-((2-(methylsulfonyl)ethyl)amino)-2,3-dihydro-1H-inden-4-yl)-1,3,4-thiadiazol-2-... Reactants: [BH4-], O=C([O-])[O-], O=Cc1cn(C(=O)OCc2ccccc2)c2ccc(Cl)cc12, CO, CCCCCC, [K+], [K+], [Na+], O. Yields the product O=C(OCc1ccccc1)n1cc(CO)c2cc(Cl)ccc21. Reaction SMILES: [BH4-:23].[C:26](=[O:27])([O-:28])[O-:29].[CH2:1]([c:2]1[cH:3][cH:4][cH:5][cH:6][cH:7]1)[O:8][C:9](=[O:10])[n:11]1[cH:12][c:13]([CH:21]=[O:22])[c:14]2[cH:15][c:16]([Cl:20])[cH:17][cH:18][c:19]12.[CH3:32][OH:33].[CH3:34][CH2:35][CH2:36][CH2:37][CH2:38][CH3:39].[K+:30].[K+:31].[Na+:24].[OH2:25]>>[CH2:1]([c:2]1[cH:3][cH:4][cH:5][cH:6][cH:7]1)[O:8][C:9](=[O:10])[n:11]1[cH:12][c:13]([CH2:21][OH:22])[c:14]2[cH:15][c:16]([Cl:20])[cH:17][cH:18][c:19]12. Reactants: ClC1=CC(=C(COC=2C=CC(=NC2)C(C(CN2N=NN=C2)(O)C2=C(C=C(C=C2)F)F)(F)F)C=C1)F (1-(5-(4-Chloro-2-fluorobenzyloxy)pyridin-2-yl)-2-(2,4-difluorophenyl)-1,1-difluoro-3-(1H-tetrazol-1-yl)propan-2-ol), BrC1=NC=C(C=C1)OC (2-bromo-5-methoxypyridine). The product is FC1=C(C=CC(=C1)F)C(C(C1=NC=C(C=C1)OC)(F)F)(CN1N=NN=C1)O (2-(2,4-Difluorophenyl)-1,1-difluoro-1-(5-methoxypyridin-2-yl)-3-(1H-tetrazol-1-yl)propan-2-ol), solid. Isolated yield 10.0%. As a reaction SMILES: ClC1C=CC([CH2:6][O:7][C:8]2[CH:9]=[CH:10][C:11]([C:14]([F:32])([F:31])[C:15]([C:23]3[CH:28]=[CH:27][C:26]([F:29])=[CH:25][C:24]=3[F:30])([OH:22])[CH2:16][N:17]3[CH:21]=[N:20][N:19]=[N:18]3)=[N:12][CH:13]=2)=C(F)C=1.BrC1C=CC(OC)=CN=1>>[F:30][C:24]1[CH:25]=[C:26]([F:29])[CH:27]=[CH:28][C:23]=1[C:15]([OH:22])([CH2:16][N:17]1[CH:21]=[N:20][N:19]=[N:18]1)[C:14]([F:32])([F:31])[C:11]1[CH:10]=[CH:9][C:8]([O:7][CH3:6])=[CH:13][N:12]=1. Reported procedure: Compound 8 was prepared in a similar manner to compound 1 from 2-bromo-5-methoxypyridine to afford a tan solid (28 mg, 10%). 1H NMR (500 MHz, CDCl3): δ 8.74 (s, 1H), 8.19 (s, 1H), 7.63 (br s, 1H), 7.51 (d, J=8.5 Hz, 1H), 7.34-7.33 (m, 1H), 7.24-7.23 (m, 1H), 6.75-6.74 (m, 1H), 6.67-6.66 (m, 1H), 5.58 (d, J=14.0 Hz, 1H), 5.07 (d, J=14.0 Hz, 1H), 3.88 (s, 3H). MS (ESI): m/z 382 [M+−1]. HPLC: 92.37%.